The task is: describe an organic reaction: reactants, conditions, products, and yield. This data is from the Open Reaction Database (ORD), a public repository of structured organic reaction records. Starting materials: COCCCCc1c(C(=O)N(CC(C)C)C2CC(C(=O)O)CN(C(=O)OC(C)(C)C)C2)nnn1-c1ccccc1C, O=C([O-])O, C1COCCN1, CCN(C(C)C)C(C)C, [Na+], CN(C)C=O, On1nnc2ccccc21. Yields the product COCCCCc1c(C(=O)N(CC(C)C)C2CC(C(=O)N3CCOCC3)CN(C(=O)OC(C)(C)C)C2)nnn1-c1ccccc1C. Reaction SMILES: [C:1]([CH3:2])([CH3:3])([CH3:4])[O:5][C:6](=[O:7])[N:8]1[CH2:9][CH:10]([C:39](=[O:40])[OH:41])[CH2:11][CH:12]([N:14]([CH2:15][CH:16]([CH3:17])[CH3:18])[C:19](=[O:20])[c:21]2[n:22][n:23][n:24](-[c:32]3[c:33]([CH3:38])[cH:34][cH:35][cH:36][cH:37]3)[c:25]2[CH2:26][CH2:27][CH2:28][CH2:29][O:30][CH3:31])[CH2:13]1.[C:67](=[O:68])([O-:69])[OH:70].[CH2:42]1[CH2:43][O:44][CH2:45][CH2:46][NH:47]1.[CH:58]([N:59]([CH:60]([CH3:61])[CH3:62])[CH2:63][CH3:64])([CH3:65])[CH3:66].[Na+:71].[O:72]=[CH:73][N:74]([CH3:75])[CH3:76].[OH:48][n:49]1[c:50]2[c:51]([cH:52][cH:53][cH:54][cH:55]2)[n:56][n:57]1>>[C:1]([CH3:2])([CH3:3])([CH3:4])[O:5][C:6](=[O:7])[N:8]1[CH2:9][CH:10]([C:39](=[O:40])[N:47]2[CH2:42][CH2:43][O:44][CH2:45][CH2:46]2)[CH2:11][CH:12]([N:14]([CH2:15][CH:16]([CH3:17])[CH3:18])[C:19](=[O:20])[c:21]2[n:22][n:23][n:24](-[c:32]3[c:33]([CH3:38])[cH:34][cH:35][cH:36][cH:37]3)[c:25]2[CH2:26][CH2:27][CH2:28][CH2:29][O:30][CH3:31])[CH2:13]1. Conditions: time 8 hour. Run in O1CCCC1 (tetrahydrofuran), CCOCC (ether). As a reaction SMILES: [C:1]1([CH:7]([C:25]2[CH:30]=[CH:29][CH:28]=[CH:27][CH:26]=2)[CH2:8][O:9][C:10]2[CH:24]=[CH:23][C:13]([C:14]([NH:16][C:17]3[CH:22]=[CH:21][N:20]=[CH:19][CH:18]=3)=O)=[CH:12][CH:11]=2)[CH:6]=[CH:5][CH:4]=[CH:3][CH:2]=1.[H-].[Al+3].[Li+].[H-].[H-].[H-].O.[OH-].[Na+]>O1CCCC1.CCOCC>[C:25]1([CH:7]([C:1]2[CH:6]=[CH:5][CH:4]=[CH:3][CH:2]=2)[CH2:8][O:9][C:10]2[CH:24]=[CH:23][C:13]([CH2:14][NH:16][C:17]3[CH:22]=[CH:21][N:20]=[CH:19][CH:18]=3)=[CH:12][CH:11]=2)[CH:26]=[CH:27][CH:28]=[CH:29][CH:30]=1 |f:1.2.3.4.5.6,8.9|. Procedure: To a solution of 14-6 (0.144 g, 0.365 mmol) in tetrahydrofuran (1 ml) and ether (3 ml) under nitrogen was added lithium aluminum hydride (30 mg, 0.79 mmol). The mixture was stirred at room temperature overnight and then was decomposed with water and sodium hydroxide. The mixture was filtered and concentrated in vacuo to a colorless oil 14-7 which was purified by silica gel chromatography and converted to the HCl salt, mp: 213°-214.5° C. The product is C1(=CC=CC=C1)C(COC1=CC=C(CNC2=CC=NC=C2)C=C1)C1=CC=CC=C1 (4-[4-(2,2-diphenylethoxy)benzylamino]pyridine). Reactants: C1(=CC=CC=C1)C(COC1=CC=C(C(=O)NC2=CC=NC=C2)C=C1)C1=CC=CC=C1 (4-(2,2-diphenylethoxy)-N-(4-pyridyl)benzamide), [H-].[Al+3].[Li+].[H-].[H-].[H-] (lithium aluminum hydride), [OH-].[Na+] (sodium hydroxide), O (water).